Dataset: the Open Reaction Database (ORD), a public repository of structured organic reaction records. Task: describe an organic reaction: reactants, conditions, products, and yield The reactants are aldehyde, C(CCC)[Li] (n-butyl lithium), C(CC(=O)C)(=O)OC (methyl acetoacetate), [H-].[Na+] (NaH), ClC=1C=C(C=O)C=CC1 (3-chlorobenzaldehyde). Solvent: O1CCCC1 (tetrahydrofuran), CCCCCC (hexane). Run at temperature 0 celsius, time 15 minute. Product: ClC=1C=C(C=CC1)C1CC(=CC(O1)=O)O (6-(3-Chlorophenyl)-5,6-dihydro-4-hydroxy-2H-pyran-2-one), solid. As a reaction SMILES: [C:1]([O:7][CH3:8])(=[O:6])[CH2:2][C:3]([CH3:5])=[O:4].[H-].[Na+].C([Li])CCC.[Cl:16][C:17]1[CH:18]=[C:19]([CH:22]=[CH:23][CH:24]=1)C=O>CCCCCC.O1CCCC1>[Cl:16][C:17]1[CH:24]=[C:23]([CH:8]2[O:7][C:1](=[O:6])[CH:2]=[C:3]([OH:4])[CH2:5]2)[CH:22]=[CH:19][CH:18]=1 |f:1.2|. Reported procedure: The title compound was prepared as described in General Method 1 using 5.0 mL of methyl acetoacetate, 2.0 g of NaH 60% dispersion in oil, 25 mL of 2.0M n-butyl lithium in hexane, 6.5 mL of 3-chlorobenzaldehyde and 150 mL of tetrahydrofuran. After addition of the aldehyde, the reaction was stirred for 15 minutes at 0° C. then allowed to warm to room temperature overnight. The crude product was triturated from diethyl ether to afford a solid (m.p. 122°-124° C.). 1H NMR (CDCl3) δ 2.83 (dd, 1 H), 2.... The reactants are IC1=CC=C(C#N)C=C1 (4-iodobenzonitrile), IC1=CC=C(C#N)C=C1 (4-iodobenzonitrile), C(C)OC(C(F)(F)Br)=O (bromodifluoroacetic acid ethyl ester). Reagents/catalysts: [Cu] (copper). The solvent is CS(=O)C (DMSO). Reaction conditions: temperature 55 celsius, time 24 hour. The product is C(C)OC(C(F)(F)C1=CC=C(C=C1)C#N)=O (2-(4-cyanophenyl)-2,2-difluoroacetic acid ethyl ester). RXN SMILES: I[C:2]1[CH:9]=[CH:8][C:5]([C:6]#[N:7])=[CH:4][CH:3]=1.[CH2:10]([O:12][C:13](=[O:18])[C:14](Br)([F:16])[F:15])[CH3:11]>[Cu].CS(C)=O>[CH2:10]([O:12][C:13](=[O:18])[C:14]([C:2]1[CH:9]=[CH:8][C:5]([C:6]#[N:7])=[CH:4][CH:3]=1)([F:16])[F:15])[CH3:11]. Procedure: According to the Kumadaki method (K. Sato et al., Chem. Pharm. Bull., vol. 47 p. 1013 (1999)) and the above-described scheme, 4-iodobenzonitrile (Compound 1a; 343.5 mg, 1.5 mmol), bromodifluoroacetic acid ethyl ester (304.5 mg, 1.5 mmol), copper powder (190.5 mg, 3.0 mmol) and DMSO (3.0 mL) were put into a two-neck reaction tube, and the mixture was stirred under argon atmosphere at 55° C. for 24 hours. The reaction mixture was extracted with ethyl acetate and washed with water, and an organic l... The reactants are C(C1=CC=CC=C1)(=O)OC1=CN(C2=CC(=CC=C2C1=O)Cl)C (7-chloro-1-methyl-4-oxo-1,4-dihydro-quinol-3-yl benzoate), N1CCCCC1 (piperidine). Run in ClCCl (dichloromethane). Run at time 2.5 day. Yields the product ClC1=CC=C2C(C(=CN(C2=C1)C)O)=O (7-chloro-3-hydroxy-1-methyl-4-quinolone). Reaction SMILES: C([O:9][C:10]1[C:19](=[O:20])[C:18]2[C:13](=[CH:14][C:15]([Cl:21])=[CH:16][CH:17]=2)[N:12]([CH3:22])[CH:11]=1)(=O)C1C=CC=CC=1.N1CCCCC1>ClCCl>[Cl:21][C:15]1[CH:14]=[C:13]2[C:18]([C:19](=[O:20])[C:10]([OH:9])=[CH:11][N:12]2[CH3:22])=[CH:17][CH:16]=1. Reported procedure: A mixture of 7-chloro-1-methyl-4-oxo-1,4-dihydro-quinol-3-yl benzoate (3.45 g), piperidine (1.2 ml) and dichloromethane (100 ml) was stirred at ambient temperature for 2.5 days. The solvent was removed by distillation and the residue triturated with diethyl ether (100 ml) to give the novel compound 7-chloro-3-hydroxy-1-methyl-4-quinolone, m.p. 225°-228°. Starting materials: O=C1c2ccccc2C(=O)N1OC1CCCCC1, Cl, [Na+], [Na], O=C1OC(=O)c2ccccc21, [OH-], O=C(O)c1ccccc1C(=O)O. Yields the product O=C1c2ccccc2C(=O)N1O. RXN SMILES: [CH:1]1([O:7][N:8]2[C:9](=[O:18])[c:10]3[c:11]([cH:14][cH:15][cH:16][cH:17]3)[C:12]2=[O:13])[CH2:2][CH2:3][CH2:4][CH2:5][CH2:6]1.[ClH:32].[Na+:45].[Na:19].[O:33]=[C:34]1[c:35]2[c:36]([cH:37][cH:38][cH:39][cH:40]2)[C:41](=[O:42])[O:43]1.[OH-:44].[OH:20][C:21]([c:22]1[c:23]([C:24](=[O:25])[OH:26])[cH:27][cH:28][cH:29][cH:30]1)=[O:31]>>[OH:7][N:8]1[C:9](=[O:18])[c:10]2[c:11]([cH:14][cH:15][cH:16][cH:17]2)[C:12]1=[O:13]. The reactants are ICC (Iodoethane), C=C1CC(C1)C(=O)O (3-methylenecyclobutanecarboxylic acid), C([O-])([O-])=O.[Cs+].[Cs+] (cesium carbonate). Run in CN(C)C=O (DMF). Reaction conditions: time 16 hour. Yields the product C=C1CC(C1)C(=O)OCC (Ethyl 3-methylenecyclobutanecarboxylate). As a reaction SMILES: I[CH2:2][CH3:3].[CH2:4]=[C:5]1[CH2:8][CH:7]([C:9]([OH:11])=[O:10])[CH2:6]1.C(=O)([O-])[O-].[Cs+].[Cs+]>CN(C=O)C>[CH2:4]=[C:5]1[CH2:8][CH:7]([C:9]([O:11][CH2:2][CH3:3])=[O:10])[CH2:6]1 |f:2.3.4|. Reported procedure: Iodoethane (7.5 mL, 93.0 mol) was added at rt to a mixture of 3-methylenecyclobutanecarboxylic acid (10.0 g, 80.0 mmol) and cesium carbonate (56.0 g, 170.0 mmol) in anhydrous DMF (500.00 mL) under an atmosphere of nitrogen. The reaction was stirred for 16 hr then partitioned between diethyl ether (1 L) and brine (1 L). The aqueous layer was extracted with diethyl ether (3×500 mL) and the combined organic phases washed with water (2×1 L), dried over sodium sulfate, filtered and concentrated in va... Starting materials: solution, N(=O)[O-].[Na+] (NaNO2), C(C)OC1=CC=C(N)C=C1 (4-ethoxyaniline), [Na+].[Cl-] (NaCl), CC(=O)[O-].[Na+] (NaOAc), C(C)OC(CC(CCl)=O)=O (ethyl-4-chloro-3-oxobutanoate), diazonium salt. Solvent: OS(=O)(=O)O (H2SO4), O (water), C(C)(=O)O (acetic acid), O (water), C(C)(=O)O (acetic acid). Reaction conditions: temperature 10 celsius, time 1 hour. Yields the product C(C)OC(C(C(CCl)=O)N=NC1=CC=C(C=C1)OCC)=O (Ethyl-4-chloro-2-((4-ethoxyphenyl)diazenyl)-3-oxobutanoate). RXN SMILES: [CH2:1]([O:3][C:4]1[CH:10]=[CH:9][C:7]([NH2:8])=[CH:6][CH:5]=1)[CH3:2].[N:11]([O-])=O.[Na+].[CH2:15]([O:17][C:18](=[O:24])[CH2:19][C:20](=[O:23])[CH2:21][Cl:22])[CH3:16].[Na+].[Cl-].CC([O-])=O.[Na+]>C(O)(=O)C.OS(O)(=O)=O.O>[CH2:15]([O:17][C:18](=[O:24])[CH:19]([N:11]=[N:8][C:7]1[CH:9]=[CH:10][C:4]([O:3][CH2:1][CH3:2])=[CH:5][CH:6]=1)[C:20](=[O:23])[CH2:21][Cl:22])[CH3:16] |f:1.2,4.5,6.7|. Procedure details: A 10 mL one-neck round-bottom flask was charged with 250.0 mg (0.24 mL, 1.825 mmol, 1.04 eq) 4-ethoxyaniline which was dissolved in 3.1 mL acetic acid at 10° C. (ice bath). To this cooled solution 128.0 mg (1.861 mmol, 1.06 eq) NaNO2 in 0.5 mL conc. H2SO4 were added and the reaction mixture was stirred at 10° C. for 1 h. In a second 25 ml one-neck round-bottom flask 288.6 mg (0.24 mL, 1.755 mmol, 1.0 eq) ethyl-4-chloro-3-oxobutanoate were dissolved in a mixture of 1.3 mL acetic acid and 2.6 mL w... Yields the product C(=Cc1ccccc1)C=C1CCNCC1. Reactants: ClC(Cl)Cl, [Na+], [OH-], O, O=C(O)C(F)(F)F, CC(C)(C)OC(=O)N1CCC(=CC=Cc2ccccc2)CC1. Reaction SMILES: [Cl:33][CH:34]([Cl:35])[Cl:36].[Na+:32].[OH-:31].[OH2:30].[OH:23][C:24]([C:25]([F:26])([F:27])[F:28])=[O:29].[c:1]1([CH:7]=[CH:8][CH:9]=[C:10]2[CH2:11][CH2:12][N:13]([C:16]([O:17][C:18]([CH3:19])([CH3:20])[CH3:21])=[O:22])[CH2:14][CH2:15]2)[cH:2][cH:3][cH:4][cH:5][cH:6]1>>[c:1]1([CH:7]=[CH:8][CH:9]=[C:10]2[CH2:11][CH2:12][NH:13][CH2:14][CH2:15]2)[cH:2][cH:3][cH:4][cH:5][cH:6]1.